From a dataset of the Open Reaction Database (ORD), a public repository of structured organic reaction records. describe an organic reaction: reactants, conditions, products, and yield Reactants: N1=CC(=CC=C1)OC1=C(C(=O)NCC2=CC=C(C=C2)C(C(F)(F)F)O)C=CC=N1 (2-(Pyridin-3-yloxy)-N-[4-(2,2,2-trifluoro-1-hydroxy-ethyl)-benzyl]-nicotinamide), C[N+]1(CCOCC1)[O-] (NMO). The reagents and catalysts are CCC[N+](CCC)(CCC)CCC.[O-][Ru](=O)(=O)=O (TPAP). Solvent: C(Cl)Cl (methylene chloride). Reaction conditions: time 4 hour. Yields the product N1=CC(=CC=C1)OC1=C(C(=O)NCC2=CC=C(C=C2)C(C(F)(F)F)=O)C=CC=N1 (2-(Pyridin-3-yloxy)-N-(4-trifluoroacetyl-benzyl)-nicotinamide). Yield: 43.2%. As a reaction SMILES: [N:1]1[CH:6]=[CH:5][CH:4]=[C:3]([O:7][C:8]2[N:29]=[CH:28][CH:27]=[CH:26][C:9]=2[C:10]([NH:12][CH2:13][C:14]2[CH:19]=[CH:18][C:17]([CH:20]([OH:25])[C:21]([F:24])([F:23])[F:22])=[CH:16][CH:15]=2)=[O:11])[CH:2]=1.C[N+]1([O-])CCOCC1>C(Cl)Cl.CCC[N+](CCC)(CCC)CCC.[O-][Ru](=O)(=O)=O>[N:1]1[CH:6]=[CH:5][CH:4]=[C:3]([O:7][C:8]2[N:29]=[CH:28][CH:27]=[CH:26][C:9]=2[C:10]([NH:12][CH2:13][C:14]2[CH:15]=[CH:16][C:17]([C:20](=[O:25])[C:21]([F:24])([F:22])[F:23])=[CH:18][CH:19]=2)=[O:11])[CH:2]=1 |f:3.4|. Procedure: To a stirred solution of 2-(Pyridin-3-yloxy)-N-[4-(2,2,2-trifluoro-1-hydroxy-ethyl)-benzyl]-nicotinamide (0.350 grams, 0.87 mmole), NMO (0.153 grams, 1.3 mmole) and 4 Å molecular sieves (0.5 g) in methylene chloride was added TPAP (0.015 grams, 0.04 mmole) and stirred at room temperature for 4 hours. The mixture was filtered through celite, washed with water, dried over MgSO4, filtered and concentrated under reduced pressure to give an oil which was purified by chromatography on silica eluting w... The reactants are ClC(C)Cl (1,1-Dichloroethane), F (hydrogen fluoride), inconel, Cl (hydrogen chloride), FC(C)F (1,1-difluoroethane), Cl (hydrogen chloride), F (hydrogen fluoride). Reagents/catalysts: [O-2].[Cr+3].[O-2].[O-2].[Cr+3] (chromium oxide). Product: FC(C)F (1,1-difluoroethane), F (hydrogen fluoride), ClC(C)Cl (1,1-dichloroethane), ClC(C)F (1-chloro-fluoroethane). Reaction SMILES: [Cl:1][CH:2]([Cl:4])[CH3:3].[FH:5].[F:6][CH:7]([F:9])[CH3:8].Cl>[O-2].[Cr+3].[O-2].[O-2].[Cr+3]>[F:6][CH:7]([F:9])[CH3:8].[FH:5].[Cl:1][CH:2]([Cl:4])[CH3:3].[Cl:1][CH:2]([F:6])[CH3:3] |f:4.5.6.7.8|. Procedure details: 1,1-Dichloroethane and hydrogen fluoride were introduced into an inconel-made reactor filled with a catalyst (mainly comprising trivalent chromium oxide) and reacted at a reaction temperature of 250° C., the resulting reaction gas, mainly comprising 1,1-difluoroethane, hydrogen chloride and unreacted hydrogen fluoride, was introduced into a first distillation tower, hydrogen chloride which is a low boiling fraction was mainly separated from the top, and hydrogen fluoride, 1,1-difluoroethane, 1,1... The reactants are O (H2O), C([O-])([O-])=O.[K+].[K+] (potassium carbonate), C=1C=CC2=C(C1)N=NN2O (HOBt), C(O)([O-])=O.[Na+] (sodium hydrogen carbonate), Cl.CNC (dimethylamine hydrochloride), CCN=C=NCCCN(C)C.Cl (WSC.HCl), BrC=1C=CC(=C(C(=O)O)C1)F (5-Bromo-2-fluorobenzoic acid). The solvent is CN(C)C=O (DMF). Reaction conditions: time 3 hour. The product is BrC=1C=CC(=C(C(=O)N(C)C)C1)F (5-bromo-2-fluoro-N,N-dimethylbenzamide). Isolated yield 100.0%. RXN SMILES: [Br:1][C:2]1[CH:3]=[CH:4][C:5]([F:11])=[C:6]([CH:10]=1)[C:7](O)=[O:8].Cl.[CH3:13][NH:14][CH3:15].CCN=C=NCCCN(C)C.Cl.C1C=CC2N(O)N=NC=2C=1.O.C(=O)([O-])[O-].[K+].[K+].C(=O)([O-])O.[Na+]>CN(C=O)C>[Br:1][C:2]1[CH:3]=[CH:4][C:5]([F:11])=[C:6]([CH:10]=1)[C:7]([N:14]([CH3:15])[CH3:13])=[O:8] |f:1.2,3.4,7.8.9,10.11|. Procedure: 5-Bromo-2-fluorobenzoic acid (500 mg, 2.23 mmol) was dissolved in DMF (5.0 mL), and dimethylamine hydrochloride (223 mg, 2.72 mmol), WSC.HCl (511 mg, 2.66 mmol), HOBt.H2O (410 mg, 2.68 mmol), and potassium carbonate (367 mg, 2.66 mmol) were added thereto, and the mixture was stirred at room temperature for 3 hours. To the mixture, an aqueous sodium hydrogen carbonate solution was added, and the mixture was extracted with ethyl acetate. The organic layer was washed with saturated brine and dried ...